The task is: describe an organic reaction: reactants, conditions, products, and yield. This data is from the Open Reaction Database (ORD), a public repository of structured organic reaction records. The reactants are CCN=C=NCCCN(C)C, CN(C)C=O, Cl, Nc1cc(Oc2ccc3nc(NC(=O)C4CC4)cn3n2)c(Cl)cc1F, O=C(O)c1cccc(C(F)(F)F)c1, On1nnc2ccccc21. The product is O=C(Nc1cc(Oc2ccc3nc(NC(=O)C4CC4)cn3n2)c(Cl)cc1F)c1cccc(C(F)(F)F)c1. RXN SMILES: [CH2:50]([N:51]=[C:52]=[N:53][CH2:54][CH2:55][CH2:56][N:57]([CH3:58])[CH3:59])[CH3:60].[CH3:61][N:62]([CH3:63])[CH:64]=[O:65].[ClH:49].[NH2:1][c:2]1[cH:3][c:4]([O:5][c:6]2[cH:7][cH:8][c:9]3[n:10]([n:11]2)[cH:12][c:13]([NH:15][C:16](=[O:17])[CH:18]2[CH2:19][CH2:20]2)[n:14]3)[c:21]([Cl:25])[cH:22][c:23]1[F:24].[OH:26][C:27](=[O:28])[c:29]1[cH:30][cH:31][cH:32][c:33]([C:35]([F:36])([F:37])[F:38])[cH:34]1.[OH:39][n:40]1[c:41]2[cH:42][cH:43][cH:44][cH:45][c:46]2[n:47][n:48]1>>[NH:1]([c:2]1[cH:3][c:4]([O:5][c:6]2[cH:7][cH:8][c:9]3[n:10]([n:11]2)[cH:12][c:13]([NH:15][C:16](=[O:17])[CH:18]2[CH2:19][CH2:20]2)[n:14]3)[c:21]([Cl:25])[cH:22][c:23]1[F:24])[C:27](=[O:26])[c:29]1[cH:30][cH:31][cH:32][c:33]([C:35]([F:36])([F:37])[F:38])[cH:34]1.